From a dataset of the Open Reaction Database (ORD), a public repository of structured organic reaction records. describe an organic reaction: reactants, conditions, products, and yield Starting materials: CS(=O)(=O)OCCCN1C(NC2=C1C=CC(=C2)C)=O (3-(2,3-dihydro-5-methyl-2-oxo-1H-benzimidazol-1-yl)propyl methanesulfonate), Cl.FC1=CC=C(C=C1)C(=O)C1CCNCC1 ((4-fluorophenyl) (4-piperidinyl) methanone hydrochloride), C([O-])([O-])=O.[Na+].[Na+] (sodium carbonate). Run in CN(C=O)C (N,N-dimethylformamide). Conditions: time 1 hour. The product is FC1=CC=C(C(=O)C2CCN(CC2)CCCN2C(NC3=C2C=CC(=C3)C)=O)C=C1 (1-{3-[4-(4-fluorobenzoyl)-1-piperidinyl]propyl}-1,3-dihydro-5-methyl-2H-benzimidazol-2-one). The yield is 6.5%. RXN SMILES: CS(O[CH2:6][CH2:7][CH2:8][N:9]1[C:13]2[CH:14]=[CH:15][C:16]([CH3:18])=[CH:17][C:12]=2[NH:11][C:10]1=[O:19])(=O)=O.Cl.[F:21][C:22]1[CH:27]=[CH:26][C:25]([C:28]([CH:30]2[CH2:35][CH2:34][NH:33][CH2:32][CH2:31]2)=[O:29])=[CH:24][CH:23]=1.C(=O)([O-])[O-].[Na+].[Na+]>CN(C)C=O>[F:21][C:22]1[CH:23]=[CH:24][C:25]([C:28]([CH:30]2[CH2:35][CH2:34][N:33]([CH2:6][CH2:7][CH2:8][N:9]3[C:13]4[CH:14]=[CH:15][C:16]([CH3:18])=[CH:17][C:12]=4[NH:11][C:10]3=[O:19])[CH2:32][CH2:31]2)=[O:29])=[CH:26][CH:27]=1 |f:1.2,3.4.5|. Procedure: A mixture of 5.68 parts of 3-(2,3-dihydro-5-methyl-2-oxo-1H-benzimidazol-1-yl)propyl methanesulfonate, 4.8 parts of (4-fluorophenyl) (4-piperidinyl) methanone hydrochloride, 3.7 parts of sodium carbonate and 45 parts of N,N-dimethylformamide is stirred for 1 hour at 50°-60° C. The reaction mixture is cooled to room temperature and poured onto water. The product is extracted with trichloromethane. The extract is dried, filtered and evaporated. The residue is purified by column-chromatography over...